This data is from the Open Reaction Database (ORD), a public repository of structured organic reaction records. The task is: describe an organic reaction: reactants, conditions, products, and yield The reactants are ClC1=NC=NC2=CC(=C(C=C12)OC)OCCOC (4-Chloro-6-methoxy-7-(2-methoxyethoxy)quinazoline), C(C)(=O)C=1C=C2CC(NC2=CC1)=O (5-acetyloxindole), [H-].[Na+] (sodium hydride). The solvent is CN(C)C=O (DMF), CN(C)C=O (DMF). Conditions: time 30 minute. Product: Cl.C(C)(=O)C=1C=C2C(C(NC2=CC1)=O)C1=NC=NC2=CC(=C(C=C12)OC)OCCOC (4-(5-acetyloxindol-3-yl)-6-methoxy-7-(2-methoxyethoxy)quinazoline hydrochloride). Isolated yield 65.6%. RXN SMILES: [C:1]([C:4]1[CH:5]=[C:6]2[C:10](=[CH:11][CH:12]=1)[NH:9][C:8](=[O:13])[CH2:7]2)(=[O:3])[CH3:2].[H-].[Na+].[Cl:16][C:17]1[C:26]2[C:21](=[CH:22][C:23]([O:29][CH2:30][CH2:31][O:32][CH3:33])=[C:24]([O:27][CH3:28])[CH:25]=2)[N:20]=[CH:19][N:18]=1>CN(C=O)C>[ClH:16].[C:1]([C:4]1[CH:5]=[C:6]2[C:10](=[CH:11][CH:12]=1)[NH:9][C:8](=[O:13])[CH:7]2[C:17]1[C:26]2[C:21](=[CH:22][C:23]([O:29][CH2:30][CH2:31][O:32][CH3:33])=[C:24]([O:27][CH3:28])[CH:25]=2)[N:20]=[CH:19][N:18]=1)(=[O:3])[CH3:2] |f:1.2,5.6|. Procedure details: A solution of 5-acetyloxindole (352 mg, 2 mmol), (EP 0155828 A2), in DMF (5 ml) was added to a suspension of sodium hydride (80 mg, 2 mmol, prewashed with hexane) in DMF (1 ml) and the mixture stirred for 30 minutes at ambient temperature. 4-Chloro-6-methoxy-7-(2-methoxyethoxy)quinazoline (180 mg, 0.67 mmol), (prepared as described for the starting material in Example 2), was added and the mixture was heated at 50° C. for 1.5 hours. The mixture was partitioned between water and ether and the aqu... Reactants: CC(=O)N1CCNCC1, Cn1c(C2=NC(CCI)CS2)cc2cc(S(C)(=O)=O)cc(NC3CCCC3)c21. The product is CC(=O)N1CCN(CCC2CSC(c3cc4cc(S(C)(=O)=O)cc(NC5CCCC5)c4n3C)=N2)CC1. As a reaction SMILES: [C:29]([CH3:30])(=[O:31])[N:32]1[CH2:33][CH2:34][NH:35][CH2:36][CH2:37]1.[CH:1]1([NH:6][c:7]2[cH:8][c:9]([S:25](=[O:26])(=[O:27])[CH3:28])[cH:10][c:11]3[cH:12][c:13]([C:17]4=[N:21][CH:20]([CH2:22][CH2:23][I:24])[CH2:19][S:18]4)[n:14]([CH3:16])[c:15]23)[CH2:2][CH2:3][CH2:4][CH2:5]1>>[CH:1]1([NH:6][c:7]2[cH:8][c:9]([S:25](=[O:26])(=[O:27])[CH3:28])[cH:10][c:11]3[cH:12][c:13]([C:17]4=[N:21][CH:20]([CH2:22][CH2:23][N:35]5[CH2:34][CH2:33][N:32]([C:29]([CH3:30])=[O:31])[CH2:37][CH2:36]5)[CH2:19][S:18]4)[n:14]([CH3:16])[c:15]23)[CH2:2][CH2:3][CH2:4][CH2:5]1. Yields the product CC(O)C1CCC2C3CCC4=CC(=O)CCC4(C)C3CCC12C. RXN SMILES: [C:2](=[O:3])([CH3:4])[O:5][CH:6]([CH3:7])[CH:8]1[CH2:9][CH2:10][CH:11]2[CH:12]3[CH2:13][CH2:14][C:15]4=[CH:16][C:17](=[O:27])[CH2:18][CH2:19][C:20]4([CH3:21])[CH:22]3[CH2:23][CH2:24][C:25]12[CH3:26].[CH3:33][OH:34].[O:28]1[CH2:29][CH2:30][CH2:31][CH2:32]1.[OH-:1].[OH2:35]>>[OH:5][CH:6]([CH3:7])[CH:8]1[CH2:9][CH2:10][CH:11]2[CH:12]3[CH2:13][CH2:14][C:15]4=[CH:16][C:17](=[O:27])[CH2:18][CH2:19][C:20]4([CH3:21])[CH:22]3[CH2:23][CH2:24][C:25]12[CH3:26]. Reactants: CC(=O)OC(C)C1CCC2C3CCC4=CC(=O)CCC4(C)C3CCC12C, CO, C1CCOC1, [OH-], O.